This data is from the Open Reaction Database (ORD), a public repository of structured organic reaction records. The task is: describe an organic reaction: reactants, conditions, products, and yield The reactants are Cl.COC=1C=C(N)C=C(C1OCC(F)(F)F)OC (3,5-dimethoxy-4-(2,2,2-trifluoroethoxy)-aniline hydrochloride), N(=O)[O-].[Na+] (sodium nitrite), ice, Cl (hydrochloric acid), [I-].[K+] (potassium iodide). The solvent is O (water), O (water), O (water). Conditions: time 15 minute. Product: IC1=CC(=C(C(=C1)OC)OCC(F)(F)F)OC (1-iodo-3,5-dimethoxy-4-(2,2,2-trifluoroethoxy)benzene). The yield is 88.0%. Reaction SMILES: Cl.[CH3:2][O:3][C:4]1[CH:5]=[C:6]([CH:8]=[C:9]([O:17][CH3:18])[C:10]=1[O:11][CH2:12][C:13]([F:16])([F:15])[F:14])N.Cl.N([O-])=O.[Na+].[I-:24].[K+]>O>[I:24][C:6]1[CH:5]=[C:4]([O:3][CH3:2])[C:10]([O:11][CH2:12][C:13]([F:16])([F:15])[F:14])=[C:9]([O:17][CH3:18])[CH:8]=1 |f:0.1,3.4,5.6|. Procedure details: The crude 3,5-dimethoxy-4-(2,2,2-trifluoroethoxy)-aniline hydrochloride prepared by the above-described procedure was suspended in water (16 mL), and to the ice-cold suspension were added concentrated hydrochloric acid (0.26 mL, 3.1 mmol) and a solution of sodium nitrite (227.0 mg, 3.29 mmol) in water (2.0 mL) dropwise over about 5 minutes. The resulting mixture was stirred for 15 minutes, and a solution of potassium iodide (562.0 mg, 3.44 mmol) in water (2.0 mL) was added. The reaction mixture ...